From a dataset of the Open Reaction Database (ORD), a public repository of structured organic reaction records. describe an organic reaction: reactants, conditions, products, and yield Reactants: C(=O)([O-])[O-].[Na+].[Na+] (Na2CO3), [N-]=[N+]=[N-].[Na+] (NaN3), CCO (EtOH), BrC1=CN=C(C=2N1C=C(N2)C(=O)NN)N2CCOCC2 (5-bromo-8-morpholinoimidazo[1,2-a]pyrazine-2-carbohydrazide), N(=O)[O-].[Na+] (NaNO2). Run in O (water), Cl (HCl), O (H2O), O (water). Reaction conditions: time 2 hour. Yields the product BrC1=CN=C(C=2N1C=C(N2)NC(OCC)=O)N2CCOCC2 (ethyl (5-bromo-8-morpholinoimidazo[1,2-a]pyrazin-2-yl)carbamate). As a reaction SMILES: [Br:1][C:2]1[N:7]2[CH:8]=[C:9](C(NN)=O)[N:10]=[C:6]2[C:5]([N:15]2[CH2:20][CH2:19][O:18][CH2:17][CH2:16]2)=[N:4][CH:3]=1.N([O-])=O.[Na+].[N-:25]=[N+]=[N-].[Na+].[C:29]([O-:32])([O-])=[O:30].[Na+].[Na+].[CH3:35][CH2:36]O>Cl.O>[Br:1][C:2]1[N:7]2[CH:8]=[C:9]([NH:25][C:29](=[O:30])[O:32][CH2:35][CH3:36])[N:10]=[C:6]2[C:5]([N:15]2[CH2:16][CH2:17][O:18][CH2:19][CH2:20]2)=[N:4][CH:3]=1 |f:1.2,3.4,5.6.7|. Procedure details: A stirred solution of 5-bromo-8-morpholinoimidazo[1,2-a]pyrazine-2-carbohydrazide (1.5 g, 4.3 mmol, as prepared above) in 2N HCl (5 mL) was diluted with cold H2O (40 mL). An aqueous solution of NaNO2 (450 mg, 6.5 mmol) in water (2 mL) was then added dropwise while maintaining the temperature below 15° C. The mixture was stirred at rt for 2 h and treated with NaN3 (432 mg, 6.50 mmol) in water (10 mL). The resulting mixture was stirred at rt for 15 min, adjusted to pH 7 with aqueous Na2CO3 and ext... Starting materials: O=C([O-])[O-], C=CCN1CCC=C(c2ccc([N+](=O)[O-])c(OC)c2)C1, [Na+], [Na+], c1ccc(P(c2ccccc2)(c2ccccc2)[Pd](P(c2ccccc2)(c2ccccc2)c2ccccc2)(P(c2ccccc2)(c2ccccc2)c2ccccc2)P(c2ccccc2)(c2ccccc2)c2ccccc2)cc1. Yields the product COc1cc(C2=CCCNC2)ccc1[N+](=O)[O-]. Reaction SMILES: [C:98](=[O:99])([O-:100])[O-:101].[CH3:1][O:2][c:3]1[cH:4][c:5]([C:12]2=[CH:13][CH2:14][CH2:15][N:16]([CH2:18][CH:19]=[CH2:20])[CH2:17]2)[cH:6][cH:7][c:8]1[N+:9](=[O:10])[O-:11].[Na+:102].[Na+:103].[cH:21]1[cH:22][cH:23][c:24]([P:25]([Pd:26]([P:27]([c:28]2[cH:29][cH:30][cH:31][cH:32][cH:33]2)([c:34]2[cH:35][cH:36][cH:37][cH:38][cH:39]2)[c:40]2[cH:41][cH:42][cH:43][cH:44][cH:45]2)([P:46]([c:47]2[cH:48][cH:49][cH:50][cH:51][cH:52]2)([c:53]2[cH:54][cH:55][cH:56][cH:57][cH:58]2)[c:59]2[cH:60][cH:61][cH:62][cH:63][cH:64]2)[P:65]([c:66]2[cH:67][cH:68][cH:69][cH:70][cH:71]2)([c:72]2[cH:73][cH:74][cH:75][cH:76][cH:77]2)[c:78]2[cH:79][cH:80][cH:81][cH:82][cH:83]2)([c:84]2[cH:85][cH:86][cH:87][cH:88][cH:89]2)[c:90]2[cH:91][cH:92][cH:93][cH:94][cH:95]2)[cH:96][cH:97]1>>[CH3:1][O:2][c:3]1[cH:4][c:5]([C:12]2=[CH:13][CH2:14][CH2:15][NH:16][CH2:17]2)[cH:6][cH:7][c:8]1[N+:9](=[O:10])[O-:11].